From a dataset of the Open Reaction Database (ORD), a public repository of structured organic reaction records. describe an organic reaction: reactants, conditions, products, and yield Starting materials: OC1=CC=C(C(=O)C2=CC=CC=C2)C=C1 (4-hydroxybenzophenone), [OH-].[Na+] (sodium hydroxide), BrCCCCBr (1,4-dibromobutane). The solvent is CCCCC (pentane). Conditions: time 20.5 hour. Yields the product BrCCCCOC1=CC=C(C(=O)C2=CC=CC=C2)C=C1 (4-(4-Bromobutoxy)benzophenone). As a reaction SMILES: [OH:1][C:2]1[CH:15]=[CH:14][C:5]([C:6]([C:8]2[CH:13]=[CH:12][CH:11]=[CH:10][CH:9]=2)=[O:7])=[CH:4][CH:3]=1.[OH-].[Na+].[Br:18][CH2:19][CH2:20][CH2:21][CH2:22]Br>CCCCC>[Br:18][CH2:19][CH2:20][CH2:21][CH2:22][O:1][C:2]1[CH:3]=[CH:4][C:5]([C:6]([C:8]2[CH:13]=[CH:12][CH:11]=[CH:10][CH:9]=2)=[O:7])=[CH:14][CH:15]=1 |f:1.2|. Procedure: Combine 4-hydroxybenzophenone (14.11 g, 71.2 mmol) and aqueous 1M sodium hydroxide solution (70 mL). Add 1,4-dibromobutane (43.4 g, 200 mmol). Heat the reaction mixture to reflux. After 20.5 hours, cool to ambient temperature. Add pentane (100 mL) and again heat to reflux. After 0.5 hours, cool to ambient temperature to give a solid. Collect the solid by filtration recrystallize the solid from ethanol to give the title compound: mp; 42°-43° C. Yields the product [I-].C(C)[N+]1=C(SC2=C1C=C(C=C2)OC)C (3-ethyl-5-methoxy-2-methylbenzothiazolium iodide). Procedure: A series of benzothiazole compounds including TG003 were synthesized according to the procedures reported by Gupta et al. (27). In the case of TG003, a mixture of commercially available 5-methoxy-2-methylbenzothiazole (202 mg, 1.12 mmol) and ethyl iodide (2.70 ml, 33.7 mmol) was refluxed for 24.5 h. The precipitate was filtrated, washed with ethyl acetate (20 ml) on a funnel, and dried under reduced pressure to afford 3-ethyl-5-methoxy-2-methylbenzothiazolium iodide (270 mg, 0.805 mmol, 71.9%) a... RXN SMILES: S1C2C=CC=CC=2N=C1.[CH3:10][CH2:11][N:12]1[C:13]2[CH:18]=[C:17]([O:19][CH3:20])[CH:16]=[CH:15][C:14]=2[S:21]/[C:22]/1=[CH:23]\C(C)=O.COC1C=CC2SC(C)=NC=2C=1.C([I:41])C>>[I-:41].[CH2:11]([N+:12]1[C:13]2[CH:18]=[C:17]([O:19][CH3:20])[CH:16]=[CH:15][C:14]=2[S:21][C:22]=1[CH3:23])[CH3:10] |f:4.5|. Isolated yield 71.9%. Starting materials: CCN\1C2=C(C=CC(=C2)OC)S/C1=C\C(=O)C (TG003), COC=1C=CC2=C(N=C(S2)C)C1 (5-methoxy-2-methylbenzothiazole), C(C)I (ethyl iodide), S1C=NC2=C1C=CC=C2 (benzothiazole), CCN\1C2=C(C=CC(=C2)OC)S/C1=C\C(=O)C (TG003), ( 27 ).